From a dataset of the Open Reaction Database (ORD), a public repository of structured organic reaction records. describe an organic reaction: reactants, conditions, products, and yield The reactants are O1C(C1)C1=CC=C2C(=[N+]1[O-])COC(O2)C2=CC=CC=C2 (6-(1,2-epoxyethyl)-2-phenyl-4H-1,3-dioxino[5,4-b]pyridine N-oxide), C(C)(C)(C)N (tert-butylamine). The solvent is CO (methanol). The product is OC(CNC(C)(C)C)C1=CC=C2C(=[N+]1[O-])COC(O2)C2=CC=CC=C2 (6-(1-Hydroxy-2-tert-butylaminoethyl)-2-phenyl-4H-1,3-dioxino[5,4-b]pyridine N-oxide). Reaction SMILES: [O:1]1[CH2:3][CH:2]1[C:4]1[N+:9]([O-:10])=[C:8]2[CH2:11][O:12][CH:13]([C:15]3[CH:20]=[CH:19][CH:18]=[CH:17][CH:16]=3)[O:14][C:7]2=[CH:6][CH:5]=1.[C:21]([NH2:25])([CH3:24])([CH3:23])[CH3:22]>CO>[OH:1][CH:2]([C:4]1[N+:9]([O-:10])=[C:8]2[CH2:11][O:12][CH:13]([C:15]3[CH:16]=[CH:17][CH:18]=[CH:19][CH:20]=3)[O:14][C:7]2=[CH:6][CH:5]=1)[CH2:3][NH:25][C:21]([CH3:24])([CH3:23])[CH3:22]. Procedure: To 15.0 g. (0.055 mole) of 6-(1,2-epoxyethyl)-2-phenyl-4H-1,3-dioxino[5,4-b]pyridine N-oxide in 200 ml. of methanol was added 30 ml. tert-butylamine and the resulting reaction mixture was heated to the reflux temperature for 3 hours. Solvent and excess tertbutylamine were removed in vacuo to give 13.4 g. (73.6%) of 6-(1-hydroxy-2-tert-butylaminoethyl)-2-phenyl-4H-1,3-dioxino[5,4-b]pyridine N-oxide after recrystallization from ethyl acetate: m.p. 165°-168° C. The reactants are BrC1=CC(=C(C=C1)I)C(F)(F)F (4-bromo-1-iodo-2-(trifluoromethyl)benzene), COC1=C(CN(S(=O)(=O)C2=CC=C3C(=CN(C3=C2)C)B2OC(C(O2)(C)C)(C)C)C2=NC=NS2)C=CC(=C1)OC (N-(2,4-dimethoxybenzyl)-1-methyl-3-(4,4,5,5-tetramethyl-1,3,2-dioxaborolan-2-yl)-N-(1,2,4-thiadiazol-5-yl)-1H-indole-6-sulfonamide), C(=O)(C(F)(F)F)O (TFA), P(=O)([O-])([O-])[O-].[K+].[K+].[K+] (potassium phosphate), COC1=C(CN(S(=O)(=O)C2=CC=C3C(=CN(C3=C2)C)B2OC(C(O2)(C)C)(C)C)C2=NC=NS2)C=CC(=C1)OC (N-(2,4-dimethoxybenzyl)-1-methyl-3-(4,4,5,5-tetramethyl-1,3,2-dioxaborolan-2-yl)-N-(1,2,4-thiadiazol-5-yl)-1H-indole-6-sulfonamide). Reagents/catalysts: C1=CC=C(C=C1)P([C-]2C=CC=C2)C3=CC=CC=C3.C1=CC=C(C=C1)P([C-]2C=CC=C2)C3=CC=CC=C3.Cl[Pd]Cl.[Fe+2].C(Cl)Cl (PdCl2(dppf) CH2Cl2). Run in C(Cl)Cl (DCM), CN(C)C=O (DMF). Run at temperature 85 celsius, time 3 hour. Yields the product BrC1=CC(=C(C=C1)C1=CN(C2=CC(=CC=C12)S(=O)(=O)NC1=NC=NS1)C)C(F)(F)F (3-(4-bromo-2-(trifluoromethyl)phenyl)-1-methyl-N-(1,2,4-thiadiazol-5-yl)-1H-indole-6-sulfonamide). As a reaction SMILES: [Br:1][C:2]1[CH:7]=[CH:6][C:5](I)=[C:4]([C:9]([F:12])([F:11])[F:10])[CH:3]=1.P([O-])([O-])([O-])=O.[K+].[K+].[K+].COC1C=C(OC)C=CC=1C[N:26]([C:49]1[S:53][N:52]=[CH:51][N:50]=1)[S:27]([C:30]1[CH:38]=[C:37]2[C:33]([C:34](B3OC(C)(C)C(C)(C)O3)=[CH:35][N:36]2[CH3:39])=[CH:32][CH:31]=1)(=[O:29])=[O:28].C(O)(C(F)(F)F)=O>CN(C=O)C.C(Cl)Cl.C1C=CC(P(C2C=CC=CC=2)[C-]2C=CC=C2)=CC=1.C1C=CC(P(C2C=CC=CC=2)[C-]2C=CC=C2)=CC=1.Cl[Pd]Cl.[Fe+2].C(Cl)Cl>[Br:1][C:2]1[CH:7]=[CH:6][C:5]([C:34]2[C:33]3[C:37](=[CH:38][C:30]([S:27]([NH:26][C:49]4[S:53][N:52]=[CH:51][N:50]=4)(=[O:28])=[O:29])=[CH:31][CH:32]=3)[N:36]([CH3:39])[CH:35]=2)=[C:4]([C:9]([F:12])([F:11])[F:10])[CH:3]=1 |f:1.2.3.4,9.10.11.12.13|. Procedure: A vial containing 4-bromo-1-iodo-2-(trifluoromethyl)benzene was charged with potassium phosphate (0.130 g, 0.614 mmol), followed by a solution of N-(2,4-dimethoxybenzyl)-1-methyl-3-(4,4,5,5-tetramethyl-1,3,2-dioxaborolan-2-yl)-N-(1,2,4-thiadiazol-5-yl)-1H-indole-6-sulfonamide (Intermediate H) (0.100 g, 0.175 mmol) and PdCl2(dppf)-CH2Cl2 (0.014 g, 0.018 mmol) in 1 mL of DMF. The vial was sealed and placed in a shaker block. The block was shaken for three hours at 85° C. The solution was filtered,... The product is FC1(CCN(CC1)C(=O)C=1N(C2=CC=C(C=C2C1)OC1CCN(CC1)C(C)C)C1=CSC=C1)F ((4,4-Difluoro-piperidin-1-yl)-[5-(1-isopropyl-piperidin-4-yloxy)-1-thiophen-3-yl-1H-indol-2-yl]-methanone). Reaction SMILES: [F:1][C:2]1([F:29])[CH2:7][CH2:6][N:5]([C:8]([C:10]2[NH:11][C:12]3[C:17]([CH:18]=2)=[CH:16][C:15]([O:19][CH:20]2[CH2:25][CH2:24][N:23]([CH:26]([CH3:28])[CH3:27])[CH2:22][CH2:21]2)=[CH:14][CH:13]=3)=[O:9])[CH2:4][CH2:3]1.[S:30]1[CH:34]=[CH:33][C:32](B(O)O)=[CH:31]1>>[F:29][C:2]1([F:1])[CH2:7][CH2:6][N:5]([C:8]([C:10]2[N:11]([C:32]3[CH:33]=[CH:34][S:30][CH:31]=3)[C:12]3[C:17]([CH:18]=2)=[CH:16][C:15]([O:19][CH:20]2[CH2:25][CH2:24][N:23]([CH:26]([CH3:27])[CH3:28])[CH2:22][CH2:21]2)=[CH:14][CH:13]=3)=[O:9])[CH2:4][CH2:3]1. Reported procedure: In analogy to the procedure described for the synthesis of example 6, the title compound was synthesized from (4,4-difluoro-piperidin-1-yl)-[5-(1-isopropyl-piperidin-4-yloxy)-1H-indol-2-yl]-methanone (intermediate 1) and 3-thiopheneboronic acid. The title compound was obtained in 5% yield as a yellow oil. MS (m/e): 488.5 (MH+, 100%). Reactants: FC1(CCN(CC1)C(=O)C=1NC2=CC=C(C=C2C1)OC1CCN(CC1)C(C)C)F ((4,4-Difluoro-piperidin-1-yl)-[5-(1-isopropyl-piperidin-4-yloxy)-1H-indol-2-yl]-methanone), FC1(CCN(CC1)C(=O)C=1NC2=CC=C(C=C2C1)OC1CCN(CC1)C(C)C)F ((4,4-Difluoro-piperidin-1-yl)-[5-(1-isopropyl-piperidin-4-yloxy)-1H-indol-2-yl]-methanone), S1C=C(C=C1)B(O)O (3-thiopheneboronic acid). Reactants: ClC=1C=C(C(=O)NN)C=CC1 (3-chlorobenzoic acid hydrazide), C1(CC1)N=C=O (cyclopropyl isocyanate). Run in O1CCCC1 (tetrahydrofuran), O1CCCC1 (tetrahydrofuran). Product: ClC=1C=C(C(=O)NNC(=O)NC2CC2)C=CC1 (2-(3-chlorobenzoyl)-N-cyclopropylhydrazinecarboxamide). As a reaction SMILES: [Cl:1][C:2]1[CH:3]=[C:4]([CH:9]=[CH:10][CH:11]=1)[C:5]([NH:7][NH2:8])=[O:6].[CH:12]1([N:15]=[C:16]=[O:17])[CH2:14][CH2:13]1>O1CCCC1>[Cl:1][C:2]1[CH:3]=[C:4]([CH:9]=[CH:10][CH:11]=1)[C:5]([NH:7][NH:8][C:16]([NH:15][CH:12]1[CH2:14][CH2:13]1)=[O:17])=[O:6]. Procedure details: Under an argon atmosphere, 430 mg (2.52 mmol) of 3-chlorobenzoic acid hydrazide are placed in 6 ml tetrahydrofuran. 209 mg (2.52 mmol) of cyclopropyl isocyanate, dissolved in 2 ml tetrahydrofuran is added dropwise and further stirred overnight at room temperature. It is concentrated and purified by stirring the residue with diethyl ether, filtration, further washing with diethyl ether and drying in vacuo. 514 mg (80% of theory) of the target compound are thus obtained.